From a dataset of the Open Reaction Database (ORD), a public repository of structured organic reaction records. describe an organic reaction: reactants, conditions, products, and yield Reactants: OC1=CC=C(C=C1)C=1C=NC(=NC1)C1=CC(=CC=C1)OCCC (5-(4-hydroxyphenyl)-2-(3-propoxyphenyl)pyrimidine), CC1(OC[C@@H](O1)CO)C ((4S )-2,2-dimethyl-1,3-dioxolan-4-ylmethanol). Run in C(Cl)(Cl)Cl (CHCl3). Product: CC1(OC[C@@H](O1)COC1=CC=C(C=C1)C=1C=NC(=NC1)C1=CC(=CC=C1)OCCC)C (5-[4-((4S)-2,2-Dimethyl-1,3-dioxolan-4-ylmethoxy)phenyl]-2-(3-propoxyphenyl)pyrimidine). Reaction SMILES: [OH:1][C:2]1[CH:7]=[CH:6][C:5]([C:8]2[CH:9]=[N:10][C:11]([C:14]3[CH:19]=[CH:18][CH:17]=[C:16]([O:20][CH2:21][CH2:22][CH3:23])[CH:15]=3)=[N:12][CH:13]=2)=[CH:4][CH:3]=1.[CH3:24][C:25]1([CH3:32])[O:29][C@@H:28]([CH2:30]O)[CH2:27][O:26]1>C(Cl)(Cl)Cl>[CH3:24][C:25]1([CH3:32])[O:29][C@@H:28]([CH2:30][O:1][C:2]2[CH:3]=[CH:4][C:5]([C:8]3[CH:9]=[N:10][C:11]([C:14]4[CH:19]=[CH:18][CH:17]=[C:16]([O:20][CH2:21][CH2:22][CH3:23])[CH:15]=4)=[N:12][CH:13]=3)=[CH:6][CH:7]=2)[CH2:27][O:26]1. Procedure: The synthesis is carried out analogously to Example 17 from 5-(4-hydroxyphenyl)-2-(3-propoxyphenyl)pyrimidine and (4S )-2,2-dimethyl-1,3-dioxolan-4-ylmethanol (commercially available). ##STR46## [α]D20 (CHCl3)=+5.0 Reactants: Example 1b ( e ), O[C@@H]1C[C@@H](N(C1)CCC#N)CO (3-[(2R,4R)-4-hydroxy-2-hydroxymethylpyrrolidin-1-yl]propionitrile), C(C)N(C(C1=C(C(=CC=C1)C)C)=O)CC (N,N-diethyl-2,3-dimethylbenzamide). Yields the product O[C@@H]1C[C@@H](N(C1)CCC=1NC(C2=CC=CC(=C2C1)C)=O)CO (3-{2-[(2R,4R)-4-hydroxy-2-hydroxymethylpyrrolidin-1-yl]ethyl}-5-methyl-2H-isoquinolin-1-one). RXN SMILES: [OH:1][C@H:2]1[CH2:6][N:5]([CH2:7][CH2:8][C:9]#[N:10])[C@@H:4]([CH2:11][OH:12])[CH2:3]1.C(N(CC)[C:16](=[O:25])[C:17]1[CH:22]=[CH:21][CH:20]=[C:19]([CH3:23])[C:18]=1[CH3:24])C>>[OH:1][C@H:2]1[CH2:6][N:5]([CH2:7][CH2:8][C:9]2[NH:10][C:16](=[O:25])[C:17]3[C:18]([CH:24]=2)=[C:19]([CH3:23])[CH:20]=[CH:21][CH:22]=3)[C@@H:4]([CH2:11][OH:12])[CH2:3]1. Procedure: In the same manner as in Example 1b (e) and using 3-[(2R,4R)-4-hydroxy-2-hydroxymethylpyrrolidin-1-yl]propionitrile (total amount) and N,N-diethyl-2,3-dimethylbenzamide (4.1 g), 3-{2-[(2R,4R)-4-hydroxy-2-hydroxymethylpyrrolidin-1-yl]ethyl}-5-methyl-2H-isoquinolin-1-one (0.47 g) was obtained. Reactants: N1=CC(=CC=C1)NC(=S)N (pyridin-3-yl-thiourea), C(C)OC(C(CBr)=O)=O (3-bromo-2-oxo-propionic acid ethyl ester). Solvent: CO (methanol). Product: C(C)OC(=O)C=1N=C(SC1)NC=1C=NC=CC1 (2-(Pyridin-3-ylamino)-thiazole-4-carboxylic acid ethyl ester). The yield is 79.8%. Reaction SMILES: [N:1]1[CH:6]=[CH:5][CH:4]=[C:3]([NH:7][C:8]([NH2:10])=[S:9])[CH:2]=1.[CH2:11]([O:13][C:14](=[O:19])[C:15](=O)[CH2:16]Br)[CH3:12]>CO>[CH2:11]([O:13][C:14]([C:15]1[N:10]=[C:8]([NH:7][C:3]2[CH:2]=[N:1][CH:6]=[CH:5][CH:4]=2)[S:9][CH:16]=1)=[O:19])[CH3:12]. Procedure: 2-(Pyridin-3-ylamino)-thiazole-4-carboxylic acid ethyl ester (200 mg) was prepared according to General Procedure B using pyridin-3-yl-thiourea (154 mg) and 3-bromo-2-oxo-propionic acid ethyl ester (200 mg) in methanol (2 mL). The crude product was used in subsequent steps without further purification. The reactants are CC1=CN(C=N1)C2=C(N=C(C=C2)N)OC, CN1C[C@H](OC2=C(C1)C=CC(=N2)Cl)C3=CC=CC=C3. The reagents and catalysts are C(=O)([O-])[O-].[Cs+].[Cs+], C1CCC(CC1)P(C2CCCCC2)C3=CC=CC=C3C4=CC=CC=C4, CC(=O)O.CC(=O)O.[Pd]. Solvent: COCCOC. Reaction conditions: temperature 100 celsius. The product is CC1=CN(C=N1)C2=C(N=C(C=C2)NC3=NC4=C(CN(C[C@H](O4)C5=CC=CC=C5)C)C=C3)OC. The yield is 15.6%. Procedure details: A solution of (R)-8-chloro-4-methyl-2-phenyl-2,3,4,5-tetrahydropyrido[3,2-f][1,4]oxazepine (83 mg, 0.30 mmol) and 6-methoxy-5-(4-methyl-1H-imidazol-1-yl)pyridin-2-amine (62.0 mg, 0.30 mmol) in DME (3 mL) was added to a microwave vial containing palladium(II) acetate (6.82 mg, 0.03 mmol), 2-(Dicyclohexylphosphino)biphenyl (10.64 mg, 0.03 mmol) and CS2CO3 (297 mg, 0.91 mmol) under an athmosphere of argon. The resulting mixture was heated to 100°C in a microwave apparatus for 2 h. The reaction mixt...